This data is from the Open Reaction Database (ORD), a public repository of structured organic reaction records. The task is: describe an organic reaction: reactants, conditions, products, and yield Starting materials: Brc1ccc2cc[nH]c2c1, OB(O)c1ccccc1F. The product is Fc1ccccc1-c1ccc2cc[nH]c2c1. Reaction SMILES: [Br:1][c:2]1[cH:3][cH:4][c:5]2[cH:6][cH:7][nH:8][c:9]2[cH:10]1.[F:11][c:12]1[c:13]([B:18]([OH:19])[OH:20])[cH:14][cH:15][cH:16][cH:17]1>>[c:2]1(-[c:13]2[c:12]([F:11])[cH:17][cH:16][cH:15][cH:14]2)[cH:3][cH:4][c:5]2[cH:6][cH:7][nH:8][c:9]2[cH:10]1. Reactants: CCO, Cl, [Na+], [OH-], COC(=O)c1ccc(C(=O)Nc2cc3c4c(c2)CCCC4CCC3)nc1. Product: O=C(O)c1ccc(C(=O)Nc2cc3c4c(c2)CCCC4CCC3)nc1. RXN SMILES: [CH3:30][CH2:31][OH:32].[ClH:29].[Na+:28].[OH-:27].[cH:1]1[c:2]([NH:14][C:15](=[O:16])[c:17]2[n:18][cH:19][c:20]([C:21](=[O:22])[O:23][CH3:24])[cH:25][cH:26]2)[cH:3][c:4]2[c:13]3[c:12]1[CH2:11][CH2:10][CH2:9][CH:8]3[CH2:7][CH2:6][CH2:5]2>>[cH:1]1[c:2]([NH:14][C:15](=[O:16])[c:17]2[n:18][cH:19][c:20]([C:21](=[O:22])[OH:23])[cH:25][cH:26]2)[cH:3][c:4]2[c:13]3[c:12]1[CH2:11][CH2:10][CH2:9][CH:8]3[CH2:7][CH2:6][CH2:5]2. Starting materials: Cc1cc(Br)ccn1, C1CCCCC1, CN([SiH](C)C)[Si](C)(C)C, CCOC(C)=O, COC(=O)c1ccc(C)cc1, [Li], C1CCOC1, O. Yields the product Cc1ccc(C(=O)Cc2cc(Br)ccn2)cc1. RXN SMILES: [Br:1][c:2]1[cH:3][c:4]([CH3:8])[n:5][cH:6][cH:7]1.[CH2:42]1[CH2:43][CH2:44][CH2:45][CH2:46][CH2:47]1.[CH3:20][SiH:21]([CH3:22])[N:23]([CH3:24])[Si:25]([CH3:26])([CH3:27])[CH3:28].[CH3:35][CH2:36][O:37][C:38](=[O:39])[CH3:40].[CH3:9][c:10]1[cH:11][cH:12][c:13]([C:14](=[O:15])[O:16][CH3:17])[cH:18][cH:19]1.[Li:29].[O:30]1[CH2:31][CH2:32][CH2:33][CH2:34]1.[OH2:41]>>[Br:1][c:2]1[cH:3][c:4]([CH2:8][C:14]([c:13]2[cH:12][cH:11][c:10]([CH3:9])[cH:19][cH:18]2)=[O:15])[n:5][cH:6][cH:7]1.